This data is from the Open Reaction Database (ORD), a public repository of structured organic reaction records. The task is: describe an organic reaction: reactants, conditions, products, and yield Reactants: NC1=NC=CC(=N1)N1N=C(C2=CC=C(C=C12)I)C(=O)N(C1=NC=CC=C1)C (1-(2-aminopyrimidin-4-yl)-6-iodo-N-methyl-N-(pyridin-2-yl)indazole-3-carboxamide), O1C(=NC=C1)C(C)(C#C)O (2-(1,3-oxazol-2-yl)but-3-yn-2-ol), N1=C(N=CC=C1)C(C)(C#C)O (2-(pyrimidin-2-yl)but-3-yn-2-ol). The product is NC1=NC=CC(=N1)N1N=C(C2=CC=C(C=C12)C#CC(C)(C1=NC=CC=N1)O)C(=O)N(C1=NC=CC=C1)C (1-(2-aminopyrimidin-4-yl)-6-[3-hydroxy-3-(pyrimidin-2-yl)but-1-yn-1-yl]-N-methyl-N-(pyridin-2-yl)-1H-indazole-3-carboxamide). As a reaction SMILES: [NH2:1][C:2]1[N:7]=[C:6]([N:8]2[C:16]3[C:11](=[CH:12][CH:13]=[C:14](I)[CH:15]=3)[C:10]([C:18]([N:20]([CH3:27])[C:21]3[CH:26]=[CH:25][CH:24]=[CH:23][N:22]=3)=[O:19])=[N:9]2)[CH:5]=[CH:4][N:3]=1.O1C=CN=C1C(O)(C#C)C.[N:38]1[CH:43]=[CH:42][CH:41]=[N:40][C:39]=1[C:44]([OH:48])([C:46]#[CH:47])[CH3:45]>>[NH2:1][C:2]1[N:7]=[C:6]([N:8]2[C:16]3[C:11](=[CH:12][CH:13]=[C:14]([C:47]#[C:46][C:44]([OH:48])([C:39]4[N:40]=[CH:41][CH:42]=[CH:43][N:38]=4)[CH3:45])[CH:15]=3)[C:10]([C:18]([N:20]([CH3:27])[C:21]3[CH:26]=[CH:25][CH:24]=[CH:23][N:22]=3)=[O:19])=[N:9]2)[CH:5]=[CH:4][N:3]=1. Procedure: The title compound was prepared according to the procedure described in Example 70-b, by substituting 4-{6-iodo-3-[(morpholin-4-yl)carbonyl]-1H-indazol-1-yl}pyrimidin-2-amine with 1-(2-aminopyrimidin-4-yl)-6-iodo-N-methyl-N-(pyridin-2-yl)indazole-3-carboxamide and 2-(1,3-oxazol-2-yl)but-3-yn-2-ol with 2-(pyrimidin-2-yl)but-3-yn-2-ol in Step 2: 1H NMR (500 MHz, DMSO) delta 1.91 (3H, s), 3.54 (3H, s), 6.25 (1H, s), 6.28 (1H, d, J=5.5 Hz), 7.10 (2H, s), 7.25 (1H, dd, J=6.9, 5.1 Hz), 7.37 (1H, dd, J... The reactants are OC1=CC=C(C=C1)S(=O)(=O)N(C1=NC=CC(=N1)C(F)(F)F)CC(C)C (4-hydroxy-N-(2-methylpropyl)-N-[4-(trifluoromethyl)-2-pyrimidinyl]benzenesulfonamide), [F-].[K+] (potassium fluoride on alumina), ClCC=1C(=NOC1C)C (4-(chloromethyl)-3,5-dimethylisoxazole). Solvent: C(C)#N (acetonitrile), C(C)#N (acetonitrile). The product is CC1=NOC(=C1COC1=CC=C(C=C1)S(=O)(=O)N(C1=NC=CC(=N1)C(F)(F)F)CC(C)C)C (4-{[(3,5-dimethyl-4-isoxazolyl)methyl]oxy}-N-(2-methylpropyl)-N-[4-(trifluoromethyl)-2-pyrimidinyl]benzenesulfonamide). Isolated yield 121.9%. As a reaction SMILES: [OH:1][C:2]1[CH:7]=[CH:6][C:5]([S:8]([N:11]([CH2:22][CH:23]([CH3:25])[CH3:24])[C:12]2[N:17]=[C:16]([C:18]([F:21])([F:20])[F:19])[CH:15]=[CH:14][N:13]=2)(=[O:10])=[O:9])=[CH:4][CH:3]=1.[F-].[K+].Cl[CH2:29][C:30]1[C:31]([CH3:36])=[N:32][O:33][C:34]=1[CH3:35]>C(#N)C>[CH3:36][C:31]1[C:30]([CH2:29][O:1][C:2]2[CH:7]=[CH:6][C:5]([S:8]([N:11]([CH2:22][CH:23]([CH3:25])[CH3:24])[C:12]3[N:17]=[C:16]([C:18]([F:21])([F:20])[F:19])[CH:15]=[CH:14][N:13]=3)(=[O:9])=[O:10])=[CH:4][CH:3]=2)=[C:34]([CH3:35])[O:33][N:32]=1 |f:1.2|. Procedure details: To a suspension of 4-hydroxy-N-(2-methylpropyl)-N-[4-(trifluoromethyl)-2-pyrimidinyl]benzenesulfonamide (31 mg, 0.083 mmol) and potassium fluoride on alumina (30 mg, 0.207 mmol) in acetonitrile (0.5 mL) stirred under nitrogen at room temperature was added a solution of 4-(chloromethyl)-3,5-dimethylisoxazole (12 mg, 0.083 mmol) in acetonitrile (0.5 mL). The reaction mixture was stirred at 20° C. for 16 hours. The reaction mixture was filtered to remove the potassium fluoride on alumina and the fi... Reactants: BrCc1ccccc1, CO, Cc1nc2c([nH]1)c(=O)[nH]c(=O)n2C, [Na+], [OH-], O. Product: Cc1nc2c(c(=O)[nH]c(=O)n2C)n1Cc1ccccc1. RXN SMILES: [Br:16][CH2:17][c:18]1[cH:19][cH:20][cH:21][cH:22][cH:23]1.[CH3:25][OH:26].[CH3:3][n:4]1[c:5](=[O:15])[nH:6][c:7](=[O:14])[c:8]2[nH:9][c:10]([CH3:13])[n:11][c:12]12.[Na+:2].[OH-:1].[OH2:24]>>[CH3:3][n:4]1[c:5](=[O:15])[nH:6][c:7](=[O:14])[c:8]2[n:9]([CH2:17][c:18]3[cH:19][cH:20][cH:21][cH:22][cH:23]3)[c:10]([CH3:13])[n:11][c:12]12. Starting materials: C(=O)(O)[O-].[Na+] (NaHCO3), O.Cl.N[C@H](CS)C(=O)O (D-cysteine hydrochloride monohydrate), OC1=C(C#N)C=CC(=C1)O (2,4-dihydroxybenzonitrile), P(=O)([O-])([O-])[O-] (phosphate). Run in CO (methanol). Reaction conditions: temperature 70 celsius, time 54 hour. Yields the product OC1=C(C=CC(=C1)O)C=1SC[C@@H](N1)C(=O)O (4,5-dihydro-2-(2,4-dihydroxyphenyl)-thiazole-4(S)-carboxylic acid). Isolated yield 65.8%. Reaction SMILES: O.Cl.[NH2:3][C@@H:4]([C:7]([OH:9])=[O:8])[CH2:5][SH:6].[OH:10][C:11]1[CH:18]=[C:17]([OH:19])[CH:16]=[CH:15][C:12]=1[C:13]#N.P([O-])([O-])([O-])=O.C([O-])(O)=O.[Na+]>CO>[OH:10][C:11]1[CH:18]=[C:17]([OH:19])[CH:16]=[CH:15][C:12]=1[C:13]1[S:6][CH2:5][C@H:4]([C:7]([OH:9])=[O:8])[N:3]=1 |f:0.1.2,5.6|. Procedure details: D-cysteine hydrochloride monohydrate (6.8 g, 38.7 mmol) was added to a solution of 2,4-dihydroxybenzonitrile (3.5 g, 25.9 mmol) prepared in Example 1, in a mixture of degassed methanol (105 ml) and 0.1 M phosphate buffer, pH 5.95 (70 ml). NaHCO3 (3.25 g, 38.7 mmol) was carefully added and the mixture was stirred at 70° C. under Ar for 54 hours. Volatile components were removed under reduced pressure and the solution was acidified with 1 N HCl to pH 2. The resulting brown precipitate was vacuum f...